From a dataset of the Open Reaction Database (ORD), a public repository of structured organic reaction records. describe an organic reaction: reactants, conditions, products, and yield Reactants: NC(=S)N (thiourea), C(=O)(OCC)C=1C=NC2=CC=C(C=C2C1Cl)C1CCCCCC1 (3-carboethoxy-4-chloro-6-cycloheptyl-quinoline). The solvent is CO (methanol), C(C)O (ethanol). Reaction conditions: time 2 day. Product: Cl.C(=O)(OCC)C=1C=NC2=CC=C(C=C2C1SC(N)=N)C1CCCCCC1 (3-carboethoxy-4-amidinothio-6-cycloheptyl-quinoline-hydrochloride). Reaction SMILES: [NH2:1][C:2]([NH2:4])=[S:3].[C:5]([C:10]1[CH:11]=[N:12][C:13]2[C:18]([C:19]=1[Cl:20])=[CH:17][C:16]([CH:21]1[CH2:27][CH2:26][CH2:25][CH2:24][CH2:23][CH2:22]1)=[CH:15][CH:14]=2)([O:7][CH2:8][CH3:9])=[O:6]>CO.C(O)C>[ClH:20].[C:5]([C:10]1[CH:11]=[N:12][C:13]2[C:18]([C:19]=1[S:3][C:2](=[NH:4])[NH2:1])=[CH:17][C:16]([CH:21]1[CH2:27][CH2:26][CH2:25][CH2:24][CH2:23][CH2:22]1)=[CH:15][CH:14]=2)([O:7][CH2:8][CH3:9])=[O:6] |f:4.5|. Reported procedure: A solution of 6.3 g of thiourea in 300 ml of methanol is added to a solution of 25 g of 3-carboethoxy-4-chloro-6-cycloheptyl-quinoline in 200 ml of ethanol and the mixture is left to stand for 2 days at room temperature. The crude 3-carboethoxy-4-amidinothio-6-cycloheptyl-quinoline-hydrochloride formed, of melting point 280°C (decomposition), is then filtered off. Starting materials: C(=O)(O)[O-].[Na+] (NaHCO3), C1(=CC=CC=C1)COC1=C(C(=O)NC=2C=NC=CC2)C=C(C=C1)OC[C@@H]1NCCC1 (2-[(Phenylmethyl)oxy]-N-3-pyridinyl-5-{[(2R)-2-pyrrolidinylmethyl]oxy}benzamide), C(=O)=O (carbon dioxide), C=O (formaldehyde). The solvent is C(=O)O (formic acid). Product: CN1[C@H](CCC1)COC=1C=CC(=C(C(=O)NC=2C=NC=CC2)C1)OCC1=CC=CC=C1 (5-({[(2R)-1-Methyl-2-pyrrolidinyl]methyl}oxy)-2-[(phenylmethyl)oxy]-N-3-pyridinylbenzamide). RXN SMILES: [C:1]1([CH2:7][O:8][C:9]2[CH:23]=[CH:22][C:21]([O:24][CH2:25][C@H:26]3[CH2:30][CH2:29][CH2:28][NH:27]3)=[CH:20][C:10]=2[C:11]([NH:13][C:14]2[CH:15]=[N:16][CH:17]=[CH:18][CH:19]=2)=[O:12])[CH:6]=[CH:5][CH:4]=[CH:3][CH:2]=1.C=O.[C:33](=O)=O.C([O-])(O)=O.[Na+]>C(O)=O>[CH3:33][N:27]1[CH2:28][CH2:29][CH2:30][C@@H:26]1[CH2:25][O:24][C:21]1[CH:22]=[CH:23][C:9]([O:8][CH2:7][C:1]2[CH:2]=[CH:3][CH:4]=[CH:5][CH:6]=2)=[C:10]([CH:20]=1)[C:11]([NH:13][C:14]1[CH:15]=[N:16][CH:17]=[CH:18][CH:19]=1)=[O:12] |f:3.4|. Reported procedure: 2-[(Phenylmethyl)oxy]-N-3-pyridinyl-5-{[(2R)-2-pyrrolidinylmethyl]oxy}benzamide (may be prepared as described in Example 44; 250 mg, 0.62 mmol) was added to formic acid (4.5 ml) at 5° C., followed by 40% aqueous formaldehyde (2.4 ml). When the initial evolution of carbon dioxide had subsided, the mixture was refluxed for 2 h. After the solution was cooled, the pH of the solution was adjusted to 7-8 by adding aqueous NaHCO3 solution. The mixture was extracted with dichloromethane. The organic lay...